This data is from the Open Reaction Database (ORD), a public repository of structured organic reaction records. The task is: describe an organic reaction: reactants, conditions, products, and yield Reported procedure: 4-Bromobenzylalcohol(5.0 g, 26.7 mmol) was dissolved in THF (130 ml) and methyl iodide added (6.7 ml, 107.0 mmol). Sodium hydride (1.20 g of 80% dispersion in oil, 40.1 mmol) was added in two portions while stirring at room temperature under nitrogen. After stirring for 2 hours, the solvents were removed in vacuo and the residue partitioned between water and ether. The water was reextracted with ether and the combined organic fractions were then washed with water and brine before drying (Na2SO4)... The reactants are CI (methyl iodide), BrC1=CC=C(CO)C=C1 (4-Bromobenzylalcohol), C1CCOC1 (THF), [H-].[Na+] (Sodium hydride). RXN SMILES: [Br:1][C:2]1[CH:9]=[CH:8][C:5]([CH2:6]O)=[CH:4][CH:3]=1.CI.[H-].[Na+].[CH2:14]1[CH2:18][O:17][CH2:16][CH2:15]1>>[Br:1][C:2]1[CH:9]=[CH:8][C:5]([CH2:6][CH2:16][O:17][CH2:18][CH2:14][C:15]2[CH:8]=[CH:9][C:2]([Br:1])=[CH:3][CH:4]=2)=[CH:4][CH:3]=1 |f:2.3|. Yields the product BrC1=CC=C(CCOCCC2=CC=C(C=C2)Br)C=C1 (4-bromobenzylmethyl ether). Starting materials: N1CCC(CC1)C(=O)O (4-piperidine carboxylic acid), C1(=CC=C(C=C1)S(=O)(=O)O)C (para-toluene sulfonic acid). Solvent: C(C)(C)(C)O (t-butyl alcohol). Yields the product C(C)(C)(C)OC(=O)C1CCNCC1 (piperidine-4-carboxylic acid t-butyl ester). As a reaction SMILES: [NH:1]1[CH2:6][CH2:5][CH:4]([C:7]([OH:9])=[O:8])[CH2:3][CH2:2]1.[C:10]1([CH3:20])[CH:15]=CC(S(O)(=O)=O)=C[CH:11]=1>C(O)(C)(C)C>[C:10]([O:8][C:7]([CH:4]1[CH2:5][CH2:6][NH:1][CH2:2][CH2:3]1)=[O:9])([CH3:20])([CH3:15])[CH3:11]. Procedure details: 12.9 g of 4-piperidine carboxylic acid is completely dissolved in 35 ml of t-butyl alcohol (R1OH) and refluxed for 10 hrs. in the presence of 3.8 g of para-toluene sulfonic acid. After being cooled to room temperature, the resulting reaction is washed three times with 20 ml of saturated NaHCO3 and then, once with 25 ml of brine water and dried over MgSO4 to give piperidine-4-carboxylic acid t-butyl ester. Starting materials: O=C(Cl)c1ccccc1, CC(C)(C)c1cc(N)no1, c1ccccc1, c1ccncc1. The product is CC(C)(C)c1cc(NC(=O)c2ccccc2)no1. RXN SMILES: [C:11]([c:12]1[cH:13][cH:14][cH:15][cH:16][cH:17]1)(=[O:18])[Cl:19].[NH2:1][c:2]1[n:3][o:4][c:5]([C:7]([CH3:8])([CH3:9])[CH3:10])[cH:6]1.[cH:20]1[cH:21][cH:22][cH:23][cH:24][cH:25]1.[cH:26]1[cH:27][cH:28][n:29][cH:30][cH:31]1>>[NH:1]([c:2]1[n:3][o:4][c:5]([C:7]([CH3:8])([CH3:9])[CH3:10])[cH:6]1)[C:11]([c:12]1[cH:13][cH:14][cH:15][cH:16][cH:17]1)=[O:18]. The reactants are CCCCc1nc(=O)c2cc(C#C[Si](C)(C)C)c(F)cc2[nH]1, CO, [Na+], [OH-]. Product: C#Cc1cc2c(=O)nc(CCCC)[nH]c2cc1F. RXN SMILES: [CH2:1]([CH2:2][CH2:3][CH3:4])[c:5]1[nH:6][c:7]2[cH:8][c:9]([F:22])[c:10]([C:16]#[C:17][Si:18]([CH3:19])([CH3:20])[CH3:21])[cH:11][c:12]2[c:13](=[O:15])[n:14]1.[CH3:25][OH:26].[Na+:24].[OH-:23]>>[CH2:1]([CH2:2][CH2:3][CH3:4])[c:5]1[nH:6][c:7]2[cH:8][c:9]([F:22])[c:10]([C:16]#[CH:17])[cH:11][c:12]2[c:13](=[O:15])[n:14]1. Starting materials: CO, CC(=O)OCc1cc(C)ccn1, [Na+], [OH-]. Yields the product Cc1ccnc(CO)c1. Reaction SMILES: [CH3:15][OH:16].[CH3:3][c:4]1[cH:5][c:6]([CH2:10][O:11][C:12](=[O:13])[CH3:14])[n:7][cH:8][cH:9]1.[Na+:2].[OH-:1]>>[CH3:3][c:4]1[cH:5][c:6]([CH2:10][OH:11])[n:7][cH:8][cH:9]1. Reactants: CN(C)C=O, Nc1cccnc1, CCOC(=O)c1c(O)c2sccc2[nH]c1=O, Cc1ccccc1C. The product is O=C(Nc1cccnc1)c1c(O)c2sccc2[nH]c1=O. Reaction SMILES: [CH3:32][N:33]([CH3:34])[CH:35]=[O:36].[NH2:17][c:18]1[cH:19][n:20][cH:21][cH:22][cH:23]1.[OH:1][c:2]1[c:3]2[c:4]([nH:5][c:6](=[O:13])[c:7]1[C:8]([O:10][CH2:9][CH3:11])=[O:12])[cH:14][cH:15][s:16]2.[c:24]1([CH3:25])[c:26]([CH3:27])[cH:28][cH:29][cH:30][cH:31]1>>[OH:1][c:2]1[c:3]2[c:4]([nH:5][c:6](=[O:13])[c:7]1[C:8](=[O:10])[NH:17][c:18]1[cH:19][n:20][cH:21][cH:22][cH:23]1)[cH:14][cH:15][s:16]2.